Dataset: the Open Reaction Database (ORD), a public repository of structured organic reaction records. Task: describe an organic reaction: reactants, conditions, products, and yield Starting materials: O=Cc1nc2c(s1)CCOc1cc(Br)ccc1-2, O=C([O-])[O-], CO, [K+], [K+], COC(=O)C(=[N+]=[N-])P(=O)(OC)OC. Yields the product C#Cc1nc2c(s1)CCOc1cc(Br)ccc1-2. As a reaction SMILES: [Br:1][c:2]1[cH:3][c:4]2[c:5]([cH:16][cH:17]1)-[c:6]1[n:7][c:8]([CH:14]=[O:15])[s:9][c:10]1[CH2:11][CH2:12][O:13]2.[C:31](=[O:32])([O-:33])[O-:34].[CH3:37][OH:38].[K+:35].[K+:36].[N+:18](=[C:20]([P:19]([O:21][CH3:22])([O:23][CH3:24])=[O:25])[C:26]([O:27][CH3:28])=[O:29])=[N-:30]>>[Br:1][c:2]1[cH:3][c:4]2[c:5]([cH:16][cH:17]1)-[c:6]1[n:7][c:8]([C:14]#[CH:20])[s:9][c:10]1[CH2:11][CH2:12][O:13]2. The product is Cc1cc2c(C(F)(F)F)c(C#N)ccc2n1Cc1cccc(Br)c1. RXN SMILES: [Br:17][c:18]1[cH:19][c:20]([CH2:24][Br:25])[cH:21][cH:22][cH:23]1.[CH3:1][c:2]1[nH:3][c:4]2[cH:5][cH:6][c:7]([C:15]#[N:16])[c:8]([C:11]([F:12])([F:13])[F:14])[c:9]2[cH:10]1>>[CH3:1][c:2]1[n:3]([CH2:24][c:20]2[cH:19][c:18]([Br:17])[cH:23][cH:22][cH:21]2)[c:4]2[cH:5][cH:6][c:7]([C:15]#[N:16])[c:8]([C:11]([F:12])([F:13])[F:14])[c:9]2[cH:10]1. Starting materials: BrCc1cccc(Br)c1, Cc1cc2c(C(F)(F)F)c(C#N)ccc2[nH]1. The reactants are O1CCC(CC1)CC(=O)O (tetrahydro-2H-pyran-4-ylacetic acid), CN(C=O)C (N,N-dimethyl formamide), C(C(=O)Cl)(=O)Cl (oxalylchloride). The solvent is ClCCl (dichloromethane). Run at time 2 hour. Product: O1CCC(CC1)CC(=O)Cl (tetrahydro-2H-pyran-4-yl acetyl chloride). Reaction SMILES: [O:1]1[CH2:6][CH2:5][CH:4]([CH2:7][C:8]([OH:10])=O)[CH2:3][CH2:2]1.CN(C)C=O.C(Cl)(=O)C([Cl:19])=O>ClCCl>[O:1]1[CH2:6][CH2:5][CH:4]([CH2:7][C:8]([Cl:19])=[O:10])[CH2:3][CH2:2]1. Reported procedure: To a mixture of tetrahydro-2H-pyran-4-ylacetic acid (89 mg), N,N-dimethyl formamide (1 μL), and dichloromethane (1 mL) was added oxalylchloride (54 μL), and the mixture was stirred at room temperature for 2 hours. The reaction liquid was concentrated under reduced pressure, and then toluene (1 mL) was added thereto, followed by further concentration under reduced pressure, to obtain crude tetrahydro-2H-pyran-4-yl acetyl chloride. Starting materials: C(C)OC(=O)C=1N(C=C(C1C1=CC=C(C=C1)O)C#N)C (4-cyano-3-(4-hydroxyphenyl)-1-methyl-1H-pyrrole-2-carboxylic acid ethyl ester), FC1=C(C=CC=C1)[N+](=O)[O-] (1-fluoro-2-nitrobenzene), potassium fluoride alumina, C1COCCOCCOCCOCCOCCO1 (18-crown-6), O (water). The solvent is C(C)#N (acetonitrile), C(Cl)Cl (methylene chloride). The product is C(C)OC(=O)C=1N(C=C(C1C1=CC=C(C=C1)OC1=C(C=CC=C1)[N+](=O)[O-])C#N)C (4-Cyano-1-methyl-3-[4-(2-nitro-phenoxy)-phenyl]-1H-pyrrole-2-carboxylic acid ethyl ester). The yield is 69.3%. RXN SMILES: [CH2:1]([O:3][C:4]([C:6]1[N:7]([CH3:20])[CH:8]=[C:9]([C:18]#[N:19])[C:10]=1[C:11]1[CH:16]=[CH:15][C:14]([OH:17])=[CH:13][CH:12]=1)=[O:5])[CH3:2].F[C:22]1[CH:27]=[CH:26][CH:25]=[CH:24][C:23]=1[N+:28]([O-:30])=[O:29].C1OCCOCCOCCOCCOCCOC1.O>C(#N)C.C(Cl)Cl>[CH2:1]([O:3][C:4]([C:6]1[N:7]([CH3:20])[CH:8]=[C:9]([C:18]#[N:19])[C:10]=1[C:11]1[CH:16]=[CH:15][C:14]([O:17][C:22]2[CH:27]=[CH:26][CH:25]=[CH:24][C:23]=2[N+:28]([O-:30])=[O:29])=[CH:13][CH:12]=1)=[O:5])[CH3:2]. Reported procedure: Add together 4-cyano-3-(4-hydroxyphenyl)-1-methyl-1H-pyrrole-2-carboxylic acid ethyl ester (prepared in example E-11) (600 mg, 2.22 mmol), 1-fluoro-2-nitrobenzene (313 mg, 1.0 Eq.), potassium fluoride/alumina (322 mg, 2.5 Eq.), and 18-crown-6 (60 mg, 0.1 Eq.) in acetonitrile (25 mL) and stir at reflux for 18 hours under a nitrogen atmosphere. Cool mixture and add water and methylene chloride (50 mL each) and stir vigorously. Separate layers and wash the organic layer once with water, dry over po... Starting materials: O(C1=CC=CC=C1)C1=CC=C(C=C1)CC(=O)[O-] ((4′-phenoxyphenyl)acetate), C1(=CC=C(C=C1)S(=O)(=O)O)C (para-toluensulfonic acid). Run in C(C)O (ethanol). The product is O(C1=CC=CC=C1)C1=CC=C(C=C1)CC(=O)OCC (ethyl (4′-phenoxyphenyl)acetate). Yield: 404.9%. Reaction SMILES: [O:1]([C:8]1[CH:13]=[CH:12][C:11]([CH2:14][C:15]([O-:17])=[O:16])=[CH:10][CH:9]=1)[C:2]1[CH:7]=[CH:6][CH:5]=[CH:4][CH:3]=1.[C:18]1(C)C=CC(S(O)(=O)=O)=C[CH:19]=1>C(O)C>[O:1]([C:8]1[CH:9]=[CH:10][C:11]([CH2:14][C:15]([O:17][CH2:18][CH3:19])=[O:16])=[CH:12][CH:13]=1)[C:2]1[CH:3]=[CH:4][CH:5]=[CH:6][CH:7]=1. Reported procedure: To a suspension of (4′-phenoxyphenyl)acetate acid (0.456 g) in 4 ml of ethanol is added para-toluensulfonic acid (0.076 g) and the resulting mixture is refluxed for 2 hours. The solvent is evaporated off, the residue is dissolved in diethyl ether and the organic phase is washed with saturated aqueous solution of sodium hydrogencarbonate and then with brine. The organic phase is dried over sodium sulfate and concentrated to dryness to give 0.458 g of the product as a brown oil. The reactants are ClC=1C=C(C=CC1)[C@@H](CNC(OC(C)(C)C)=O)N1C(C2=CC=CC=C2C1=O)=O ((S)-tert-butyl (2-(3-chlorophenyl)-2-(1,3-dioxoisoindolin-2-yl)ethyl)carbamate), O.NN (hydrazine hydrate). The solvent is C(C)O (ethanol). Run at temperature 60 celsius. Yields the product N[C@H](CNC(OC(C)(C)C)=O)C1=CC(=CC=C1)Cl ((S)-tert-butyl (2-amino-2-(3-chlorophenyl)ethyl)carbamate). Yield: 89.0%. RXN SMILES: [Cl:1][C:2]1[CH:3]=[C:4]([C@H:8]([N:18]2C(=O)C3C(=CC=CC=3)C2=O)[CH2:9][NH:10][C:11](=[O:17])[O:12][C:13]([CH3:16])([CH3:15])[CH3:14])[CH:5]=[CH:6][CH:7]=1.O.NN>C(O)C>[NH2:18][C@@H:8]([C:4]1[CH:5]=[CH:6][CH:7]=[C:2]([Cl:1])[CH:3]=1)[CH2:9][NH:10][C:11](=[O:17])[O:12][C:13]([CH3:16])([CH3:15])[CH3:14] |f:1.2|. Procedure details: To a solution of (S)-tert-butyl (2-(3-chlorophenyl)-2-(1,3-dioxoisoindolin-2-yl)ethyl)carbamate (5.0 g, 12.47 mmol) in ethanol (41.6 mL) was added hydrazine hydrate (6.06 mL, 125 mmol). The reaction mixture was heated at 60° C. for 2 h. The reaction mixture was filtered through Celite pad. The filtrate was concentrated and the residue was diluted with DCM and filtered off through Celite. The same process was repeated until no white precipitate was shown. To remove the white side product complete...